From a dataset of the Open Reaction Database (ORD), a public repository of structured organic reaction records. describe an organic reaction: reactants, conditions, products, and yield Reactants: CCCN1CC(C)=C(Cl)C2=C1N1CN(OC)C=C1C=N2, N, O. Yields the product CCCN1CC(C)=C(N)C2=C1N1CN(OC)C=C1C=N2. Reaction SMILES: [Cl:1][C:2]1=[C:3]([CH3:20])[CH2:4][N:5]([CH2:17][CH2:18][CH3:19])[C:6]2=[C:7]1[N:8]=[CH:9][C:10]1=[CH:14][N:13]([O:15][CH3:16])[CH2:12][N:11]21.[NH3:21].[OH2:22]>>[C:2]1([NH2:21])=[C:3]([CH3:20])[CH2:4][N:5]([CH2:17][CH2:18][CH3:19])[C:6]2=[C:7]1[N:8]=[CH:9][C:10]1=[CH:14][N:13]([O:15][CH3:16])[CH2:12][N:11]21. Starting materials: CN1NC(C=2[C@H]3CC[C@@](C12)(C3(C)C)C)=O ((4S,7R)-1,7,8,8-tetramethyl-1,2,4,5,6,7-hexahydro-4,7-methano-indazol-3-one), CN1NC(C=2[C@H]3CC[C@@](C12)(C3(C)C)C)=O ((4S,7R)-1,7,8,8-tetramethyl-1,2,4,5,6,7-hexahydro-4,7-methano-indazol-3-one), COC(=O)C1=CC=C(C=C1)B(O)O (4-methoxycarbonyl-phenyl-boronic acid). The reagents and catalysts are C(C)(=O)[O-].[Cu+2].C(C)(=O)[O-] (copper(II) acetate). Run in ClCCl (dichloromethane), N1=CC=CC=C1 (pyridine). Reaction conditions: time 2 day. Product: COC(C1=CC=C(C=C1)N1N(C=2[C@@]3(CC[C@H](C2C1=O)C3(C)C)C)C)=O (4-((4S,7R)-1,7,8,8-tetramethyl-3-oxo-1,3,4,5,6,7-hexahydro-4,7-methano-indazol-2-yl)-benzoic acid methyl ester). Isolated yield 29.5%. Reaction SMILES: [CH3:1][N:2]1[C:10]2[C@@:9]3([CH3:14])[C:11]([CH3:13])([CH3:12])[C@H:6]([CH2:7][CH2:8]3)[C:5]=2[C:4](=[O:15])[NH:3]1.[CH3:16][O:17][C:18]([C:20]1[CH:25]=[CH:24][C:23](B(O)O)=[CH:22][CH:21]=1)=[O:19]>ClCCl.N1C=CC=CC=1.C([O-])(=O)C.[Cu+2].C([O-])(=O)C>[CH3:16][O:17][C:18](=[O:19])[C:20]1[CH:25]=[CH:24][C:23]([N:3]2[C:4](=[O:15])[C:5]3[C@@H:6]4[C:11]([CH3:12])([CH3:13])[C@@:9]([CH3:14])([CH2:8][CH2:7]4)[C:10]=3[N:2]2[CH3:1])=[CH:22][CH:21]=1 |f:4.5.6|. Procedure details: A mixture of (4S,7R)-1,7,8,8-tetramethyl-1,2,4,5,6,7-hexahydro-4,7-methano-indazol-3-one (Intermediate 19; 100 mg, 0.48 mmol), 4-methoxycarbonyl-phenyl-boronic acid (180 mg, 0.97 mmol), and copper(II) acetate (133 mg, 0.73 mmol) in dichloromethane (1 mL) and pyridine (0.8 mL) was stirred at room temperature for 2 days. The reaction mixture was evaporated and purified using an Analogix Intelliflash 280 system (Analogix, Inc., Burlington, Wis.) with an Isco 12 g column, eluting with 10-60% ethyl a... Reactants: NC1=NN=NN1 (5-Aminotetrazole), ClCCCO (3-chloropropanol). Run in [OH-].[Na+] (sodium hydroxide). Product: OCCCN1N=NN=C1N (1-(3-hydroxypropyl)-5-aminotetrazole), OCCCN1N=C(N=N1)N (2-(3-hydroxypropyl)-5-aminotetrazole). As a reaction SMILES: [NH2:1][C:2]1[NH:6][N:5]=[N:4][N:3]=1.Cl[CH2:8][CH2:9][CH2:10][OH:11]>[OH-].[Na+]>[OH:11][CH2:10][CH2:9][CH2:8][N:3]1[C:2]([NH2:1])=[N:6][N:5]=[N:4]1.[OH:11][CH2:10][CH2:9][CH2:8][N:4]1[N:5]=[N:6][C:2]([NH2:1])=[N:3]1 |f:2.3|. Procedure: 5-Aminotetrazole (2.1 g.) and 3-chloropropanol (2.1 ml.) were added to aqueous sodium hydroxide (1 g. in 20 ml.) and the mixture heated at 90° for 18 hours. The resulting solution was evaporated and the residue extracted with hot EtOH. The EtOH extracts were evaporated and the residue extracted with EtOAc to give a colourless oil which was a mixture of isomers. These were separated on a column of silica gel using EtOAc/MeOH/aqueous ammonia (s.g. 0.880) 6:1:1 v/v/v as eluant to give 1-(3-hydroxyp... Reactants: COC(=O)CCSc1cnc(Nc2nc(C3(C)CCN(C(C)=O)CC3)ns2)c(Oc2cccnc2C)c1, CC(=O)OCCBr, C1CCOC1, CC(C)(C)[O-], [K+], O. The product is CC(=O)OCCSc1cnc(Nc2nc(C3(C)CCN(C(C)=O)CC3)ns2)c(Oc2cccnc2C)c1. RXN SMILES: [C:1]([CH3:2])(=[O:3])[N:4]1[CH2:5][CH2:6][C:7]([CH3:10])([c:11]2[n:12][s:13][c:14]([NH:16][c:17]3[c:18]([O:30][c:31]4[c:32]([CH3:37])[n:33][cH:34][cH:35][cH:36]4)[cH:19][c:20]([S:23][CH2:24][CH2:25][C:26]([O:27][CH3:28])=[O:29])[cH:21][n:22]3)[n:15]2)[CH2:8][CH2:9]1.[C:44]([CH3:45])(=[O:46])[O:47][CH2:48][CH2:49][Br:50].[CH2:52]1[O:53][CH2:54][CH2:55][CH2:56]1.[CH3:38][C:39]([CH3:40])([O-:41])[CH3:42].[K+:43].[OH2:51]>>[C:1]([CH3:2])(=[O:3])[N:4]1[CH2:5][CH2:6][C:7]([CH3:10])([c:11]2[n:12][s:13][c:14]([NH:16][c:17]3[c:18]([O:30][c:31]4[c:32]([CH3:37])[n:33][cH:34][cH:35][cH:36]4)[cH:19][c:20]([S:23][CH2:24][CH2:48][O:47][C:44]([CH3:45])=[O:46])[cH:21][n:22]3)[n:15]2)[CH2:8][CH2:9]1. Starting materials: C(CCC)[Li] (Butyl lithium), BrC1=CC=C(C=C1)C(F)(F)F (1-bromo-4-trifluoromethyl benzene), CC1=C(C(=NC(=C1F)F)F)F (4-methyl-2,3,5,6-tetrafluoropyridine). Run in C(C)OCC (diethyl ether). Conditions: temperature 10 celsius, time 60 minute. The product is CC1=C(C(=NC(=C1F)C1=CC=C(C=C1)C(F)(F)F)F)F (4-methyl-2,3,5-trifluoro-6-(4-trifluoromethylphenyl)pyridine). Isolated yield 25.8%. Reaction SMILES: C([Li])CCC.Br[C:7]1[CH:12]=[CH:11][C:10]([C:13]([F:16])([F:15])[F:14])=[CH:9][CH:8]=1.[CH3:17][C:18]1[C:23]([F:24])=[C:22](F)[N:21]=[C:20]([F:26])[C:19]=1[F:27]>C(OCC)C>[CH3:17][C:18]1[C:23]([F:24])=[C:22]([C:7]2[CH:12]=[CH:11][C:10]([C:13]([F:16])([F:15])[F:14])=[CH:9][CH:8]=2)[N:21]=[C:20]([F:26])[C:19]=1[F:27]. Reported procedure: Butyl lithium (2.7 ml, 6.7 mmol, 2.5 M solution in hexane) is added to a solution of 1-bromo-4-trifluoromethyl benzene (1.0 ml, 7.3 mmol) in anhydrous diethyl ether (10 ml) at −20° C. The mixture is stirred for 60 min at −20° C. and for 60 min at 10° C. After cooling to −40° C. 4-methyl-2,3,5,6-tetrafluoropyridine (1.1 g, 6.6 mmol) is added. The resulting mixture is stirred for 120 min at −30° C. and then is allowed to warm to ambient temperature. After 2 days at ambient temperature the mixture ... Reactants: FC1=C(C(=O)O)C=C(C(=C1C(=O)O)F)F (2,4,5-trifluoroisophthalic acid), N1=CC=CC2=CC=CC=C12 (quinoline). The reagents and catalysts are [Cu] (copper). Conditions: temperature 200 celsius. The product is FC1=C(C(=O)O)C=C(C(=C1)F)F (2,4,5-trifluorobenzoic acid). Reaction SMILES: [F:1][C:2]1[C:10](C(O)=O)=[C:9]([F:14])[C:8]([F:15])=[CH:7][C:3]=1[C:4]([OH:6])=[O:5].N1C2C(=CC=CC=2)C=CC=1>[Cu]>[F:1][C:2]1[CH:10]=[C:9]([F:14])[C:8]([F:15])=[CH:7][C:3]=1[C:4]([OH:6])=[O:5]. Reported procedure: A mixture of 2.20 g (0.01 mole) of 2,4,5-trifluoroisophthalic acid (dried under high vacuum), 1.0 ml of quinoline and 0.23 g of copper powder was heated on an oil bath at 200° C. After a while, the mixture liquefied and released a gas (ca. 280 ml by top purging). After the gas had been completely released, the liquefied mixture was cooled to room temperature, followed by addition of 15 ml of a mixture (1:1 by weight) of conc. HCl and water. The reactants are ( 29 ), BrCC1OCC2=C(O1)C=C(C=C2F)S(=O)(=O)C (2-(bromomethyl)-5-fluoro-7-(methylsulfonyl)-4H-1,3-benzodioxine), ( 15 ), CC(CN)C (2-methylpropan-1-amine), ( 11 ), ( 14 ). Solvent: CCO (EtOH). Yields the product FC1=CC(=CC=2OC(OCC21)CNCC(C)C)S(=O)(=O)C (N-{[5-FLUORO-7-(METHYLSULFONYL)-4H-1,3-BENZODIOXIN-2-YL]METHYL}-2-METHYLPROPAN-1-AMINE). Reaction SMILES: Br[CH2:2][CH:3]1[O:8][C:7]2[CH:9]=[C:10]([S:14]([CH3:17])(=[O:16])=[O:15])[CH:11]=[C:12]([F:13])[C:6]=2[CH2:5][O:4]1.[CH3:18][CH:19]([CH3:22])[CH2:20][NH2:21]>CCO>[F:13][C:12]1[C:6]2[CH2:5][O:4][CH:3]([CH2:2][NH:21][CH2:20][CH:19]([CH3:22])[CH3:18])[O:8][C:7]=2[CH:9]=[C:10]([S:14]([CH3:17])(=[O:16])=[O:15])[CH:11]=1. Procedure details: Preparation according to Example 34 using 2-(bromomethyl)-5-fluoro-7-(methylsulfonyl)-4H-1,3-benzodioxine (7 mg, 0.021 mmol), 2-methylpropan-1-amine (0.5 ml) and EtOH (3 ml). MS m/z (rel. intensity, 70 eV) 317 (M+, 0.4), 274 (11), 141 (15), 86 (bp), 72 (29), 57 (14). Starting materials: Cc1ccc2[nH]ccc2c1, ClCc1ccccc1, [NH2-], N, [Na]. The product is Cc1ccc2c(ccn2Cc2ccccc2)c1. As a reaction SMILES: [CH3:4][c:5]1[cH:6][c:7]2[cH:8][cH:9][nH:10][c:11]2[cH:12][cH:13]1.[Cl:14][CH2:15][c:16]1[cH:17][cH:18][cH:19][cH:20][cH:21]1.[NH2-:2].[NH3:3].[Na:1]>>[CH3:4][c:5]1[cH:6][c:7]2[cH:8][cH:9][n:10]([CH2:15][c:16]3[cH:17][cH:18][cH:19][cH:20][cH:21]3)[c:11]2[cH:12][cH:13]1.